From a dataset of the Open Reaction Database (ORD), a public repository of structured organic reaction records. describe an organic reaction: reactants, conditions, products, and yield The solvent is C(CC)O (n-propanol), C(CC)O (n-propanol), C(CC)O (n-propanol), C(CC)O (n-propanol), C(CC)O (n-propanol). Reaction conditions: temperature 65 celsius, time 18 hour. Reaction SMILES: Cl.[NH2:2][CH2:3][C:4]([NH2:6])=[O:5].CC(C)([O-])C.[Na+].[O:13]=[CH:14][CH2:15][CH2:16][C:17](OCC)=O.N>C(O)CC>[CH2:16]1[CH:17]2[NH:6][C:4]([CH2:3][N:2]2[C:14](=[O:13])[CH2:15]1)=[O:5] |f:0.1,2.3|. Starting materials: N (ammonia), CC(C)([O-])C.[Na+] (sodium tert-butoxide), O=CCCC(=O)OCC (ethyl 4-oxobutanoate), Cl.NCC(=O)N (glycinamide hydrochloride), CC(C)([O-])C.[Na+] (sodium tert-butoxide), CC(C)([O-])C.[Na+] (sodium tert-butoxide). Reported procedure: A suspension of 90.0 g (0.798 mol) of glycinamide hydrochloride (purity 98%) in 7.2 liter of n-propanol is heated to reflux, and 250 ml of solvent are distilled off. A 15% w/v solution of sodium tert-butoxide in n-propanol (260 ml, 0.35 mol) are added and an apparent pH of 5.5 is measured. Maintaining this apparent pH at 5.5 by automatic addition of a 15% w/v solution of sodium tert-butoxide in n-propanol, ethyl 4-oxobutanoate (purity 97%) (262.3 g, 1.955 mol) is added dropwise during four hours... Isolated yield 58.1%. Product: C1CC(=O)N2C1NC(=O)C2 (dimiracetam). Starting materials: CCN(C(C)C)C(C)C, ClCCl, Cn1ncc(NC(=O)Oc2ccccc2)c1NC(c1ccccc1)(c1ccccc1)c1ccccc1, CC(C)(C)OC(=O)N1CCC(N)C1. Product: Cn1ncc(NC(=O)NC2CCN(C(=O)OC(C)(C)C)C2)c1NC(c1ccccc1)(c1ccccc1)c1ccccc1. Reaction SMILES: [CH2:50]([N:51]([CH:52]([CH3:53])[CH3:54])[CH:55]([CH3:56])[CH3:57])[CH3:58].[CH2:59]([Cl:60])[Cl:61].[CH3:1][n:2]1[n:3][cH:4][c:5]([NH:27][C:28]([O:29][c:31]2[cH:32][cH:33][cH:34][cH:35][cH:36]2)=[O:30])[c:6]1[NH:7][C:8]([c:9]1[cH:10][cH:11][cH:12][cH:13][cH:14]1)([c:15]1[cH:16][cH:17][cH:18][cH:19][cH:20]1)[c:21]1[cH:22][cH:23][cH:24][cH:25][cH:26]1.[NH2:37][CH:38]1[CH2:39][N:40]([C:43](=[O:44])[O:45][C:46]([CH3:47])([CH3:48])[CH3:49])[CH2:41][CH2:42]1>>[CH3:1][n:2]1[n:3][cH:4][c:5]([NH:27][C:28](=[O:29])[NH:37][CH:38]2[CH2:39][N:40]([C:43](=[O:44])[O:45][C:46]([CH3:47])([CH3:48])[CH3:49])[CH2:41][CH2:42]2)[c:6]1[NH:7][C:8]([c:9]1[cH:10][cH:11][cH:12][cH:13][cH:14]1)([c:15]1[cH:16][cH:17][cH:18][cH:19][cH:20]1)[c:21]1[cH:22][cH:23][cH:24][cH:25][cH:26]1. Starting materials: FC1=C(C=CC(=C1)F)[C@H](C)N ((S)-1-(2,4-difluorophenyl)ethanamine), C(C)(C)(C)OC(=O)C1=C(C=CC=C1)C1=CC=C(C=C1)CN1C(=C(C2=CC(=CC=C12)C(=O)O)C)C (1-((2′-(tert-butoxycarbonyl)-[1,1′-biphenyl]-4-yl)methyl)-2,3-dimethyl-1H-indole-5-carboxylic acid). The product is FC1=C(C=CC(=C1)F)[C@H](C)NC(=O)C=1C=C2C(=C(N(C2=CC1)CC1=CC=C(C=C1)C=1C(=CC=CC1)C(=O)O)C)C ((S)-4′-((5-((1-(2,4-difluorophenyl)ethyl)carbamoyl)-2,3-dimethyl-1H-indol-1-yl)methyl)-[1,1′-biphenyl]-2-carboxylic acid). RXN SMILES: [F:1][C:2]1[CH:7]=[C:6]([F:8])[CH:5]=[CH:4][C:3]=1[C@@H:9]([NH2:11])[CH3:10].C([O:16][C:17]([C:19]1[CH:24]=[CH:23][CH:22]=[CH:21][C:20]=1[C:25]1[CH:30]=[CH:29][C:28]([CH2:31][N:32]2[C:40]3[C:35](=[CH:36][C:37]([C:41](O)=[O:42])=[CH:38][CH:39]=3)[C:34]([CH3:44])=[C:33]2[CH3:45])=[CH:27][CH:26]=1)=[O:18])(C)(C)C>>[F:1][C:2]1[CH:7]=[C:6]([F:8])[CH:5]=[CH:4][C:3]=1[C@@H:9]([NH:11][C:41]([C:37]1[CH:36]=[C:35]2[C:40](=[CH:39][CH:38]=1)[N:32]([CH2:31][C:28]1[CH:27]=[CH:26][C:25]([C:20]3[C:19]([C:17]([OH:18])=[O:16])=[CH:24][CH:23]=[CH:22][CH:21]=3)=[CH:30][CH:29]=1)[C:33]([CH3:45])=[C:34]2[CH3:44])=[O:42])[CH3:10]. Procedure details: The title compound was prepared following the same general protocol as described in Step 8-9, Example 1, using the (S)-1-(2,4-difluorophenyl)ethanamine and the 1-((2′-(tert-butoxycarbonyl)-[1,1′-biphenyl]-4-yl)methyl)-2,3-dimethyl-1H-indole-5-carboxylic acid. ESI-MS (m/z): 539 [M+H]+. As a reaction SMILES: [NH:1]([C:7]([O:9][C:10]([CH3:13])([CH3:12])[CH3:11])=[O:8])[C@@H:2]([C:4]([OH:6])=O)[CH3:3].C(N1CCOCC1)C.C(OC(Cl)=O)C(C)C.[CH2:30]([O:37][C:38](=[O:41])[CH2:39][NH2:40])[C:31]1[CH:36]=[CH:35][CH:34]=[CH:33][CH:32]=1.S(C1C=CC(C)=CC=1)([O-])(=O)=O>O1CCCC1.CN(C=O)C>[NH:1]([C:7]([O:9][C:10]([CH3:13])([CH3:12])[CH3:11])=[O:8])[C@@H:2]([C:4]([NH:40][CH2:39][C:38]([O:37][CH2:30][C:31]1[CH:36]=[CH:35][CH:34]=[CH:33][CH:32]=1)=[O:41])=[O:6])[CH3:3] |f:3.4|. Procedure: 1.9 g of Boc-(D)Ala-OH and 1.3 ml of N-ethylmorpholine are dissolved in 50 ml of absolute tetrahydrofuran and 1.3 ml of chloroformic acid iso-butyl ester added dropwise at a temperature of -15°. After 5 minutes, a solution of 3.4 g of glycine-benzylester-tosylate and 1.3 ml of N-ethylmorpholine in 50 ml of DMF is added. After 1 hour's stirring at -10°, the reaction mixture is evaporated and the residue taken up in acetic acid. The solution is repeatedly washed with dilute citric acid and potassi... Run in O1CCCC1 (tetrahydrofuran), CN(C)C=O (DMF). Reactants: N([C@H](C)C(=O)O)C(=O)OC(C)(C)C (Boc-(D)Ala-OH), C(C)N1CCOCC1 (N-ethylmorpholine), C(C(C)C)OC(=O)Cl (chloroformic acid iso-butyl ester), C(C1=CC=CC=C1)OC(CN)=O.S(=O)(=O)([O-])C1=CC=C(C)C=C1 (glycine-benzylester tosylate), C(C)N1CCOCC1 (N-ethylmorpholine). Product: N([C@H](C)C(=O)NCC(=O)OCC1=CC=CC=C1)C(=O)OC(C)(C)C (Boc-(D)Ala-Gly-OBzl). Run at time 5 minute.